From a dataset of the Open Reaction Database (ORD), a public repository of structured organic reaction records. describe an organic reaction: reactants, conditions, products, and yield Reactants: ClC1=CC=C(C=C1)C(CC)(CC)N1C=CC=2C(=CC=CC12)N (1-(3-(4-chlorophenyl)pentan-3-yl)-1H-indol-4-amine), CN1CCOCC1 (N-methylmorpholine), CS(=O)(=O)Cl (methanesulfonyl chloride). Run in O (water), ClCCl (dichloromethane). Run at time 2 hour. Yields the product ClC1=CC=C(C=C1)C(CC)(CC)N1C=CC2=C(C=CC=C12)NS(=O)(=O)C (N-(1-(3-(4-chlorophenyl)pentan-3-yl)-1H-indol-4-yl)methanesulfonamide). Reaction SMILES: [Cl:1][C:2]1[CH:7]=[CH:6][C:5]([C:8]([N:13]2[C:21]3[CH:20]=[CH:19][CH:18]=[C:17]([NH2:22])[C:16]=3[CH:15]=[CH:14]2)([CH2:11][CH3:12])[CH2:9][CH3:10])=[CH:4][CH:3]=1.CN1CCOCC1.[CH3:30][S:31](Cl)(=[O:33])=[O:32]>ClCCl.O>[Cl:1][C:2]1[CH:3]=[CH:4][C:5]([C:8]([N:13]2[C:21]3[C:16](=[C:17]([NH:22][S:31]([CH3:30])(=[O:33])=[O:32])[CH:18]=[CH:19][CH:20]=3)[CH:15]=[CH:14]2)([CH2:11][CH3:12])[CH2:9][CH3:10])=[CH:6][CH:7]=1. Reported procedure: To a solution of the product of Step B (50 mg, 0.16 mmol) and N-methylmorpholine (32 mg, 0.32 mmol) in dichloromethane (2 mL) was added methanesulfonyl chloride (23 mg, 0.24 mmol) at room temperature. The mixture was stirred for 2 h, then diluted with water (15 mL) and extracted with ethyl acetate. The combined organic layers were washed with brine (10 mL), dried over Na2SO4, filtered and concentrated. The crude product was purified by PREP-TLC eluting with PE/EA (2/1, v/v) to give the title com... The reactants are COCCOc1ccc(C=CC(=O)O)cc1OCCOC, CCOC(C)=O, CO, [H][H]. The product is COCCOc1ccc(CCC(=O)O)cc1OCCOC. RXN SMILES: [CH3:1][O:2][CH2:3][CH2:4][O:5][c:6]1[cH:7][c:8]([CH:17]=[CH:18][C:19](=[O:20])[OH:21])[cH:9][cH:10][c:11]1[O:12][CH2:13][CH2:14][O:15][CH3:16].[CH3:24][CH2:25][O:26][C:27]([CH3:28])=[O:29].[CH3:30][OH:31].[H:22][H:23]>>[CH3:1][O:2][CH2:3][CH2:4][O:5][c:6]1[cH:7][c:8]([CH2:17][CH2:18][C:19](=[O:20])[OH:21])[cH:9][cH:10][c:11]1[O:12][CH2:13][CH2:14][O:15][CH3:16]. Product: C=CC(=O)N.C=CC(=O)O (acrylamide acrylic acid copolymer). Run in O (water). As a reaction SMILES: [C:1]([NH2:5])(=[O:4])[CH:2]=[CH2:3].[C:6]([OH:10])(=[O:9])[CH:7]=[CH2:8].[OH-].[Na+].C(O)(=O)C=C.[OH-].[Na+].O>O>[CH2:3]=[CH:2][C:1]([NH2:5])=[O:4].[CH2:8]=[CH:7][C:6]([OH:10])=[O:9] |f:2.3,4.5.6.7,9.10|. Reported procedure: A monomer composition of 5.6 g of acrylamide, 2.4 g of acrylic acid, 1.35 g of NaOH, and 4.5 g of water was reacted in the same manner as the above, in place of the acrylic acid-NaOH-water mixture, for 8 hr to give acrylamide acrylic acid copolymer. The result was: Starting materials: C(C=C)(=O)N (acrylamide), C(C=C)(=O)O (acrylic acid), [OH-].[Na+] (NaOH), C(C=C)(=O)O.[OH-].[Na+].O (acrylic acid NaOH water). The reactants are CCO (EtOH), IC=1C(=NN(C1)COCC[Si](C)(C)C)C1CN2CCC1CC2 (3-[4-iodo-1-(2-trimethylsilanyl-ethoxymethyl)-1H-pyrazol-3-yl]-1-azabicyclo[2.2.2]octane), C(CCC)OC=1C(=NNC1)C1CN2CCC1CC2 (3-(4-Butoxy-1H-pyrazol-3-yl)-1-azabicyclo[2.2.2]octane), C(CC)O (propanol). Run in CCO.C(C)N(CC)CC (EtOH triethylamine), CCO.C(C)(=O)OCC.C(C)N(CC)CC (EtOH ethyl acetate triethylamine). The product is C(CC)OC=1C(=NNC1)C1CN2CCC1CC2 (3-(4-Propoxy-1H-pyrazol-3-yl)-1-azabicyclo[2.2.2]octane), compound 51B. Yield: 14.0%. Reaction SMILES: [CH2:1]([O:5][C:6]1[C:7]([CH:11]2[CH:16]3[CH2:17][CH2:18][N:13]([CH2:14][CH2:15]3)[CH2:12]2)=[N:8][NH:9][CH:10]=1)[CH2:2][CH2:3]C.C(O)CC.IC1C(C2C3CCN(CC3)C2)=NN(COCC[Si](C)(C)C)C=1.CCO>CCO.C(OCC)(=O)C.C(N(CC)CC)C.CCO.C(N(CC)CC)C>[CH2:1]([O:5][C:6]1[C:7]([CH:11]2[CH:16]3[CH2:17][CH2:18][N:13]([CH2:14][CH2:15]3)[CH2:12]2)=[N:8][NH:9][CH:10]=1)[CH2:2][CH3:3] |f:4.5.6,7.8|. Reported procedure: Compound 52B was prepared following the procedure as described for the synthesis of compound 52A (see Scheme 10) using propanol and 3-[4-iodo-1-(2-trimethylsilanyl-ethoxymethyl)-1H-pyrazol-3-yl]-1-azabicyclo[2.2.2]octane (50). Work-up and flash chromatography (gradient EtOH to EtOH/triethylamine 300/1) followed by a second flash chromatography (EtOH/ethyl acetate/triethylamine 25/75/1) afforded compound 51B as an oil (14%). LCMS (method B): Rt: 7.15 min, ([M+H]+=366). Compound 51A was subsequent... Starting materials: ice water, C1(=CC=CC=C1)C12CCC(CC1)(CC2)C(=O)O (4-phenylbicyclo[2.2.2]octane-1-carboxylic acid), C(C(=O)Cl)(=O)Cl (oxalyl chloride). The reagents and catalysts are CN(C)C=O (DMF). The solvent is C(Cl)Cl (DCM). Yields the product C1(=CC=CC=C1)C12CCC(CC1)(CC2)C(=O)Cl (4-phenylbicyclo[2.2.2]octane-1-carbonyl chloride). Reaction SMILES: [C:1]1([C:7]23[CH2:14][CH2:13][C:10]([C:15]([OH:17])=O)([CH2:11][CH2:12]2)[CH2:9][CH2:8]3)[CH:6]=[CH:5][CH:4]=[CH:3][CH:2]=1.C(Cl)(=O)C([Cl:21])=O>C(Cl)Cl.CN(C=O)C>[C:1]1([C:7]23[CH2:14][CH2:13][C:10]([C:15]([Cl:21])=[O:17])([CH2:11][CH2:12]2)[CH2:9][CH2:8]3)[CH:6]=[CH:5][CH:4]=[CH:3][CH:2]=1. Procedure details: To an ice-water cooled solution of 4-phenylbicyclo[2.2.2]octane-1-carboxylic acid (479 mg, 2.07 mmol) in DCM (20 mL) was added DMF (2-3 drops) followed by oxalyl chloride (0.20 mL, 2.14 mmol). The reaction mixture was allowed to warm to ambient temperature overnight and then solvent was evaporated under reduced pressure to leave crude 4-phenylbicyclo[2.2.2]octane-1-carbonyl chloride which was used directly in the next stage. This was redissolved in a 1:1 solution of MeCN and THF (10 mL) and adde... The reactants are Cl.NC(C(=O)O)C(C1=CC=C(C=C1)F)C1=CC=C(C=C1)F (2-amino-3,3-bis(4-fluorophenyl)propanoic acid hydrochloride), [OH-].[Na+] (sodium hydroxide), Cl (hydrochloric acid), [OH-].[Na+] (sodium hydroxide), C1(=CC=CC=C1)CC(=O)Cl (Phenylacetyl chloride). The solvent is C(C)(=O)OCC (Ethyl acetate). Conditions: time 3 hour. The product is C1(=CC=CC=C1)CC(=O)NC(C(=O)O)C(C1=CC=C(C=C1)F)C1=CC=C(C=C1)F (2-phenylacetylamino-3,3-bis(4-fluorophenyl)propanoic acid). The yield is 79.8%. Reaction SMILES: Cl.[NH2:2][CH:3]([CH:7]([C:15]1[CH:20]=[CH:19][C:18]([F:21])=[CH:17][CH:16]=1)[C:8]1[CH:13]=[CH:12][C:11]([F:14])=[CH:10][CH:9]=1)[C:4]([OH:6])=[O:5].[OH-].[Na+].[C:24]1([CH2:30][C:31](Cl)=[O:32])[CH:29]=[CH:28][CH:27]=[CH:26][CH:25]=1.Cl>C(OCC)(=O)C>[C:24]1([CH2:30][C:31]([NH:2][CH:3]([CH:7]([C:8]2[CH:9]=[CH:10][C:11]([F:14])=[CH:12][CH:13]=2)[C:15]2[CH:16]=[CH:17][C:18]([F:21])=[CH:19][CH:20]=2)[C:4]([OH:6])=[O:5])=[O:32])[CH:29]=[CH:28][CH:27]=[CH:26][CH:25]=1 |f:0.1,2.3|. Reported procedure: An aqueous solution (188 mL) of 2-amino-3,3-bis(4-fluorophenyl)propanoic acid hydrochloride (21.50 g, 68.9 mmol) was adjusted to pH 12.2 with 1M aqueous sodium hydroxide solution (154.2 g). Phenylacetyl chloride (10.8 mL, 81.7 mmol) was added dropwise at 0-10° C. while adjusting the mixture to pH 11-12 with 1M aqueous sodium hydroxide solution, and the mixture was stirred at room temperature for 3 hrs. Ethyl acetate (400 mL) was added to the reaction mixture, and the mixture was adjusted to pH 1... Reactants: FC1=CC=CC(=N1)NC(C(C)(C)C)=O (N-(6-fluoro-2-pyridinyl)-2,2-dimethylpropanamide), C(CCC)[Li] (n-butyllitium), O=CCCC1CCN(CC1)C(=O)OC(C)(C)C (1,1-dimethylethyl 4-(3-oxopropyl)-1-piperidinecarboxylate). Run in O1CCCC1 (tetrahydrofuran), O1CCCC1 (tetrahydrofuran). Reaction conditions: temperature 0 celsius, time 1 hour. The product is CC(C(=O)NC1=CC=C(C(=N1)F)C(CCC1CCN(CC1)C(=O)OC(C)(C)C)O)(C)C (1,1-Dimethylethyl 4-(3-{6-[(2,2-dimethylpropanoyl)amino]-2-fluoro-3-pyridinyl}-3-hydroxypropyl)-1-piperidinecarboxylate). Yield: 33.5%. RXN SMILES: [F:1][C:2]1[N:7]=[C:6]([NH:8][C:9](=[O:14])[C:10]([CH3:13])([CH3:12])[CH3:11])[CH:5]=[CH:4][CH:3]=1.C([Li])CCC.[O:20]=[CH:21][CH2:22][CH2:23][CH:24]1[CH2:29][CH2:28][N:27]([C:30]([O:32][C:33]([CH3:36])([CH3:35])[CH3:34])=[O:31])[CH2:26][CH2:25]1>O1CCCC1>[CH3:12][C:10]([CH3:11])([CH3:13])[C:9]([NH:8][C:6]1[N:7]=[C:2]([F:1])[C:3]([CH:21]([OH:20])[CH2:22][CH2:23][CH:24]2[CH2:25][CH2:26][N:27]([C:30]([O:32][C:33]([CH3:35])([CH3:34])[CH3:36])=[O:31])[CH2:28][CH2:29]2)=[CH:4][CH:5]=1)=[O:14]. Procedure: To a solution of N-(6-fluoro-2-pyridinyl)-2,2-dimethylpropanamide (Turner, James A., J. Org. Chem., 1983, 48, 3401–3408, 1.15 g, 5.87 mmol) in tetrahydrofuran (15 ml) was added dropwise a solution of n-butyllitium (8.1 ml, 12.9 mmol) at −78° C. over 10 min., and the mixture was stirred at 0° C. for 1 h. After cooling to −78° C., a solution of 1,1-dimethylethyl 4-(3-oxopropyl)-1-piperidinecarboxylate (Keenan, Richard M. et. al, J. Med. Chem., 1999, 42, 545–559, 1.70 g, 7.04 mmol) in tetrahydrofur... Reactants: S1C=2C(C=C1)=C1C=CC=CC=C1C2 (azuleno[2,1-b]thiophene), CC=1C=C2C=C3SC=CC3=C2C=CC1.S1C=2C(C=C1)=C1C=CC=CC=C1C2 (Azuleno[2,1-b]thiophene 7-Methylazuleno[2,1-b]thiophene). The product is C(C)(C)C=1C=CC2=CC3=C(SC=C3)C2=CC1 (7-Isopropylazuleno[1,2-b]thiophene). As a reaction SMILES: [S:1]1[CH:5]=[CH:4][C:3]2=[C:6]3[C:12]([CH:13]=[C:2]12)=[CH:11][CH:10]=[CH:9][CH:8]=[CH:7]3.[CH3:14][C:15]1C=C2C(C=C[CH:27]=1)=C1C(SC=C1)=C2.S1C=CC2=C3C(C=C12)=CC=CC=C3>>[CH:15]([C:9]1[CH:10]=[CH:11][C:12]2[C:13](=[CH:7][CH:8]=1)[C:2]1[S:1][CH:5]=[CH:4][C:3]=1[CH:6]=2)([CH3:27])[CH3:14] |f:1.2|. Procedure: The position numbering system of the following azuleno[2,1-b]thiophene derivatives is ##STR11## Azuleno[2,1-b]thiophene 7-Methylazuleno[2,1-b]thiophene